The task is: describe an organic reaction: reactants, conditions, products, and yield. This data is from the Open Reaction Database (ORD), a public repository of structured organic reaction records. The solvent is C1(=CC=CC=C1)C (toluene). Reaction conditions: time 20 hour. Reactants: formula II, ClC1=CC=C(C=C1)C=1SC=C(N1)CCO (2-(4-chlorophenyl)-4-(β-hydroxyethyl)thiazole), C(CC(=O)C)(=O)OCC (ethyl acetoacetate), O.C1(=CC=C(C=C1)S(=O)(=O)O)C (p-toluenesulfonic acid hydrate). Reported procedure: A mixture of the starting material of formula II, 2-(4-chlorophenyl)-4-(β-hydroxyethyl)thiazole (24.0 g, 0.1 mole, described in Example 1), ethyl acetoacetate (19.5 g, 0.15 mole) and p-toluenesulfonic acid hydrate (38.0 g, 0.2 mole) in toluene (1000 ml) is heated at reflux temperature, with water separation, for 20 hr. The mixture is evaporated under reduced pressure and the residue is triturated with petroleum ether. The residue is dissolved in a mixture of aqueous sodium bicarbonate solution a... Yields the product CC1(OCCC=2N=C(SC21)C2=CC=C(C=C2)Cl)CC(=O)OCC (ethyl 6,7-dihydro-4-methyl-2-(4-chlorphenyl)-4H-pyrano[4,3-d]thiazole-4-acetate), IV. RXN SMILES: [Cl:1][C:2]1[CH:7]=[CH:6][C:5]([C:8]2[S:9][CH:10]=[C:11]([CH2:13][CH2:14][OH:15])[N:12]=2)=[CH:4][CH:3]=1.[C:16]([O:22][CH2:23][CH3:24])(=[O:21])[CH2:17][C:18]([CH3:20])=O.O.C1(C)C=CC(S(O)(=O)=O)=CC=1>C1(C)C=CC=CC=1>[CH3:20][C:18]1([CH2:17][C:16]([O:22][CH2:23][CH3:24])=[O:21])[C:10]2[S:9][C:8]([C:5]3[CH:4]=[CH:3][C:2]([Cl:1])=[CH:7][CH:6]=3)=[N:12][C:11]=2[CH2:13][CH2:14][O:15]1 |f:2.3|. Reactants: CCCC[N+](CCCC)(CCCC)CCCC.[F-] (TBAF), CC=1C(=NC=C(C1)C#C[Si](C)(C)C)NC(CN1CCCC1)=O (N-(3-methyl-5-trimethylsilanylethynyl-pyridin-2-yl)-2-pyrrolidin-1-yl-acetamide). Run in C1CCOC1 (THF). Reaction conditions: time 8 hour. Product: C(#C)C=1C=C(C(=NC1)NC(CN1CCCC1)=O)C (N-(5-ethynyl-3-methyl-pyridin-2-yl)-2-pyrrolidin-1-yl-acetamide). Reaction SMILES: CCCC[N+](CCCC)(CCCC)CCCC.[F-].[CH3:19][C:20]1[C:21]([NH:32][C:33](=[O:40])[CH2:34][N:35]2[CH2:39][CH2:38][CH2:37][CH2:36]2)=[N:22][CH:23]=[C:24]([C:26]#[C:27][Si](C)(C)C)[CH:25]=1>C1COCC1>[C:26]([C:24]1[CH:25]=[C:20]([CH3:19])[C:21]([NH:32][C:33](=[O:40])[CH2:34][N:35]2[CH2:39][CH2:38][CH2:37][CH2:36]2)=[N:22][CH:23]=1)#[CH:27] |f:0.1|. Procedure: Under an argon atmosphere 132 mg (0.48 mmol) TBAF are added to a solution of 150 mg (0.48 mmol) N-(3-methyl-5-trimethylsilanylethynyl-pyridin-2-yl)-2-pyrrolidin-1-yl-acetamide in 10 mL THF and the reaction mixture is stirred overnight at RT. The mixture is evaporated down i. vac., the residue is taken up in EtOAc, the organic phase is washed with water and saturated NaCl solution and dried over Na2SO4. After the desiccant and solvent have been eliminated the desired product is obtained. As a reaction SMILES: ClCCC[SiH3].[CH2:6]([Si:9]([CH2:17][CH:18]=[CH2:19])([CH2:14][CH:15]=[CH2:16])[CH2:10][CH2:11][CH2:12]Cl)[CH:7]=[CH2:8].[SiH4].[I-:21].[Na+]>CC(C)=O>[CH2:6]([Si:9]([CH2:17][CH:18]=[CH2:19])([CH2:14][CH:15]=[CH2:16])[CH2:10][CH2:11][CH2:12][I:21])[CH:7]=[CH2:8] |f:3.4|. Run in CC(=O)C (acetone). Reported procedure: Triallyl 3-iodopropyl silane was prepared by the Finkelstein transhalogenation reaction from chloropropyl silane prepared in Example 6. A 250 ml flask equipped with a stir bar and a reflux condenser was charged with 20 grams (90 millimoles) of triallyl (3-chloropropyl) silane (prepared as described in Example 6) and 100 ml of acetone (available commercially as Omnisolve Reagent grade from E. Merck, Gibbstown, N.J.). The silane solution was refluxed under positive nitrogen pressure with 40 grams ... The product is C(C=C)[Si](CCCI)(CC=C)CC=C (triallyl 3-iodopropyl silane). Reactants: ClCCC[SiH3] (chloropropyl silane), C(C=C)[Si](CCCCl)(CC=C)CC=C (triallyl (3-chloropropyl) silane), [SiH4] (silane), [I-].[Na+] (sodium iodide). Run at time 18 hour. Starting materials: N1=C2C(=NS1)C(=CC=C2)S(=O)(=O)NC2=C(C(=O)N[C@H](C(=O)O)CC1=CC(=C(C=C1)Cl)Cl)C=CC(=C2)Cl ((S)-2-[2-(benzo[1,2,5]thiadiazole-4-sulfonylamino)-4-chloro-benzoylamino]-3-(3,4-dichloro-phenyl)-propionic acid), NC1=CC=CC=C1 (aniline). Product: N1=C2C(=NS1)C(=CC=C2)S(=O)(=O)NC2=C(C(=O)N[C@@H](CC1=CC(=C(C=C1)Cl)Cl)C(NC1=CC=CC=C1)=O)C=CC(=C2)Cl ((S)-2-(Benzo[1,2,5]thiadiazole-4-sulfonylamino)-4-chloro-N-[2-(3,4-dichloro-phenyl)-1-phenylcarbamoyl-ethyl]-benzamide). Yield: 45.0%. As a reaction SMILES: [N:1]1[S:5][N:4]=[C:3]2[C:6]([S:10]([NH:13][C:14]3[CH:35]=[C:34]([Cl:36])[CH:33]=[CH:32][C:15]=3[C:16]([NH:18][C@@H:19]([CH2:23][C:24]3[CH:29]=[CH:28][C:27]([Cl:30])=[C:26]([Cl:31])[CH:25]=3)[C:20]([OH:22])=O)=[O:17])(=[O:12])=[O:11])=[CH:7][CH:8]=[CH:9][C:2]=12.[NH2:37][C:38]1[CH:43]=[CH:42][CH:41]=[CH:40][CH:39]=1>>[N:1]1[S:5][N:4]=[C:3]2[C:6]([S:10]([NH:13][C:14]3[CH:35]=[C:34]([Cl:36])[CH:33]=[CH:32][C:15]=3[C:16]([NH:18][C@H:19]([C:20](=[O:22])[NH:37][C:38]3[CH:43]=[CH:42][CH:41]=[CH:40][CH:39]=3)[CH2:23][C:24]3[CH:29]=[CH:28][C:27]([Cl:30])=[C:26]([Cl:31])[CH:25]=3)=[O:17])(=[O:11])=[O:12])=[CH:7][CH:8]=[CH:9][C:2]=12. Procedure details: The title compound (25 mg, 45%) was prepared from (S)-2-[2-(benzo[1,2,5]thiadiazole-4-sulfonylamino)-4-chloro-benzoylamino]-3-(3,4-dichloro-phenyl)-propionic acid and aniline as in Example 1, Part C. HPLC: RT=10.81 min. MS (ESI−): mass calcd. for C28H20Cl3N5O4S2, 660.98; m/z found, 658/660 [M−H]−. 1H NMR (400 MHz, CDCl3): 11.54 (s, 1H), 8.39 (dd, J=7.1, 1.0, 1H), 8.19 (dd, J=8.8, 0.8, 1H), 7.75-7.67 (m, 2H), 7.67-7.62 (m, 1H), 7.47-7.42 (m, 2H), 7.42-7.33 (m, 4H), 7.26-7.23 (m, 1H), 7.11-7.09 (m... Reactants: C(C)(C)(C)OC(=O)N[C@@H]1C[C@@H]([C@H](CC1)C(=O)OC)OC (Methyl (1S,2S,4S)-4-[(tert-butoxycarbonyl)amino]-2-methoxycyclohexanecarboxylate), [AlH4-].[Li+] (Lithium tetrahydroaluminate). Solvent: CCOCC (ether). Conditions: temperature 0 celsius, time 4 hour. Yields the product OC[C@@H]1[C@H](C[C@H](CC1)NC(OC(C)(C)C)=O)OC (tert-Butyl [(1S,3S,4R)-4-(hydroxymethyl)-3-methoxycyclohexyl]carbamate). As a reaction SMILES: [C:1]([O:5][C:6]([NH:8][C@H:9]1[CH2:14][CH2:13][C@H:12]([C:15](OC)=[O:16])[C@@H:11]([O:19][CH3:20])[CH2:10]1)=[O:7])([CH3:4])([CH3:3])[CH3:2].[AlH4-].[Li+]>CCOCC>[OH:16][CH2:15][C@H:12]1[CH2:13][CH2:14][C@H:9]([NH:8][C:6](=[O:7])[O:5][C:1]([CH3:2])([CH3:3])[CH3:4])[CH2:10][C@@H:11]1[O:19][CH3:20] |f:1.2|. Procedure details: Methyl (1S,2S,4S)-4-[(tert-butoxycarbonyl)amino]-2-methoxycyclohexanecarboxylate (racemic) (1.02 g, 3.55 mmol) were dissolved in ether (32 mL) and cooled to 0° C. Lithium tetrahydroaluminate (162 mg, 4.26 mmol) was added and the resulting mixture was stirred for 4 h. The reaction was quenched with 5 mL water at 0° C., then diluted with 5 mL 15% NaOH and 15 mL water after stirring for 30 min. The reaction mixture was filtered through a pad of Celite and washed with ethyl acetate. The aqueous laye... The reactants are NC1=C(C(=O)O)C=CC=C1C (2-amino-3-methylbenzoic acid), C([O-])(O)=O.[Na+] (sodium bicarbonate), Cl (hydrogen chloride), Cl (hydrogen chloride). Run in CO (methanol). Reaction conditions: temperature 5 celsius, time 8 hour. The product is NC1=C(C(=O)OC)C=CC=C1C (methyl 2-amino-3-methylbenzoate). As a reaction SMILES: [NH2:1][C:2]1[C:10]([CH3:11])=[CH:9][CH:8]=[CH:7][C:3]=1[C:4]([OH:6])=[O:5].Cl.[C:13](=O)(O)[O-].[Na+]>CO>[NH2:1][C:2]1[C:10]([CH3:11])=[CH:9][CH:8]=[CH:7][C:3]=1[C:4]([O:6][CH3:13])=[O:5] |f:2.3|. Procedure details: A solution of 60.8 g of 2-amino-3-methylbenzoic acid in 900 ml of dry methanol was saturated with anhydrous hydrogen chloride at 0°-10° C., then allowed to stand at room temperature overnight. Then it was refluxed for one hour, cooled to 5° C., resaturated with anhydrous hydrogen chloride, held overnight at room temperature and stripped of solvent. The residue was made neutral with saturated aqueous sodium bicarbonate solution, and extracted with methylene chloride. The extract phase was washed ... The reactants are C1CCOC1, COC(=O)c1c(Nc2ccc(I)cc2F)c2cnccc2n1CCO[Si](C(C)C)(C(C)C)C(C)C, CCN=C=NCCCN(C)C, CCO, C=COCCON, CCN(C(C)C)C(C)C, [Na+], [OH-], On1nnc2ccccc21. The product is C=COCCONC(=O)c1c(Nc2ccc(I)cc2F)c2cnccc2n1CCO[Si](C(C)C)(C(C)C)C(C)C. RXN SMILES: [CH2:78]1[O:79][CH2:80][CH2:81][CH2:82]1.[CH3:1][O:2][C:3](=[O:4])[c:5]1[c:6]([NH:27][c:28]2[c:29]([F:35])[cH:30][c:31]([I:34])[cH:32][cH:33]2)[c:7]2[cH:8][n:9][cH:10][cH:11][c:12]2[n:13]1[CH2:14][CH2:15][O:16][Si:17]([CH:18]([CH3:19])[CH3:20])([CH:21]([CH3:22])[CH3:23])[CH:24]([CH3:25])[CH3:26].[CH3:45][CH2:46][N:47]=[C:48]=[N:49][CH2:50][CH2:51][CH2:52][N:53]([CH3:54])[CH3:55].[CH3:75][CH2:76][OH:77].[CH:38](=[CH2:39])[O:40][CH2:41][CH2:42][O:43][NH2:44].[CH:66]([N:67]([CH2:68][CH3:69])[CH:70]([CH3:71])[CH3:72])([CH3:73])[CH3:74].[Na+:37].[OH-:36].[OH:56][n:57]1[c:58]2[c:59]([cH:60][cH:61][cH:62][cH:63]2)[n:64][n:65]1>>[C:3](=[O:4])([c:5]1[c:6]([NH:27][c:28]2[c:29]([F:35])[cH:30][c:31]([I:34])[cH:32][cH:33]2)[c:7]2[cH:8][n:9][cH:10][cH:11][c:12]2[n:13]1[CH2:14][CH2:15][O:16][Si:17]([CH:18]([CH3:19])[CH3:20])([CH:21]([CH3:22])[CH3:23])[CH:24]([CH3:25])[CH3:26])[NH:44][O:43][CH2:42][CH2:41][O:40][CH:38]=[CH2:39]. Reactants: [Br-], C[Mg+], CON(C)C(=O)c1cnn2c1OCCC2, C1CCOC1. Product: CC(=O)c1cnn2c1OCCC2. Reaction SMILES: [Br-:16].[CH3:17][Mg+:18].[CH3:1][O:2][N:3]([C:4](=[O:5])[c:6]1[cH:7][n:8][n:9]2[c:10]1[O:11][CH2:12][CH2:13][CH2:14]2)[CH3:15].[O:19]1[CH2:20][CH2:21][CH2:22][CH2:23]1>>[C:4](=[O:5])([c:6]1[cH:7][n:8][n:9]2[c:10]1[O:11][CH2:12][CH2:13][CH2:14]2)[CH3:17].